The task is: describe an organic reaction: reactants, conditions, products, and yield. This data is from the Open Reaction Database (ORD), a public repository of structured organic reaction records. The reactants are O=C(Nc1ccc(OCc2ccccc2)c(F)c1)c1cnccn1, ClC(Cl)Cl, [K+], O=[N+]([O-])[O-], O=C(O)C(F)(F)F. The product is O=C(Nc1cc(F)c(OCc2ccccc2)cc1[N+](=O)[O-])c1cnccn1. As a reaction SMILES: [CH2:13]([c:14]1[cH:15][cH:16][cH:17][cH:18][cH:19]1)[O:20][c:21]1[c:22]([F:36])[cH:23][c:24]([NH:27][C:28](=[O:29])[c:30]2[n:31][cH:32][cH:33][n:34][cH:35]2)[cH:25][cH:26]1.[CH:37]([Cl:38])([Cl:39])[Cl:40].[K+:8].[O-:9][N+:10]([O-:11])=[O:12].[OH:1][C:2]([C:3]([F:4])([F:5])[F:6])=[O:7]>>[O-:9][N+:10](=[O:12])[c:25]1[c:24]([NH:27][C:28](=[O:29])[c:30]2[n:31][cH:32][cH:33][n:34][cH:35]2)[cH:23][c:22]([F:36])[c:21]([O:20][CH2:13][c:14]2[cH:15][cH:16][cH:17][cH:18][cH:19]2)[cH:26]1. The reactants are Cc1cc(-c2nnc3c4ccncc4c(=O)[nH]n23)no1, Cn1cc(CCl)nn1, [H-], [Na+], CN(C)C=O, O. Yields the product Cc1cc(-c2nnc3c4ccncc4c(OCc4cn(C)nn4)nn23)no1. RXN SMILES: [CH3:3][c:4]1[cH:5][c:6](-[c:9]2[n:10][n:11][c:12]3[n:13]2[nH:14][c:15](=[O:22])[c:16]2[cH:17][n:18][cH:19][cH:20][c:21]32)[n:7][o:8]1.[Cl:23][CH2:24][c:25]1[n:26][n:27][n:28]([CH3:30])[cH:29]1.[H-:1].[Na+:2].[O:32]=[CH:33][N:34]([CH3:35])[CH3:36].[OH2:31]>>[CH3:3][c:4]1[cH:5][c:6](-[c:9]2[n:10][n:11][c:12]3[n:13]2[n:14][c:15]([O:22][CH2:24][c:25]2[n:26][n:27][n:28]([CH3:30])[cH:29]2)[c:16]2[cH:17][n:18][cH:19][cH:20][c:21]32)[n:7][o:8]1. Starting materials: ClC1=CC=C(C=C1)C1N(C(C=2N(N=C(C21)C)C2CC2)=O)C=2C=C(C=1N(N2)C(=NN1)C)NC (4-(4-chlorophenyl)-1-cyclopropyl-3-methyl-5-(3-methyl-8-(methylamino)-[1,2,4]triazolo[4,3-b]pyridazin-6-yl)-4,5-dihydropyrrolo[3,4-c]pyrazol-6(1H)-one), ClC1=CC=C(C=C1)C1N(C(C=2N(N=C(C21)C)C2CN(C2)C(=O)OC(C)(C)C)=O)C=2C=C(C=1N(C2)C(=NN1)C)C (tert-butyl 3-(4-(4-chlorophenyl)-5-(3,8-dimethyl-[1,2,4]triazolo[4,3-a]pyridin-6-yl)-3-methyl-6-oxo-5,6-dihydropyrrolo[3,4-c]pyrazol-1(4H)-yl)azetidine-1-carboxylate). Run in CCCCCCC.C(Cl)Cl.CCO (heptane CH2Cl2 EtOH). Product: ClC1=CC=C(C=C1)[C@H]1N(C(C=2N(N=C(C21)C)C2CC2)=O)C=2C=C(C=1N(N2)C(=NN1)C)NC ((R)-4-(4-chlorophenyl)-1-cyclopropyl-3-methyl-5-(3-methyl-8-(methylamino)-[1,2,4]triazolo[4,3-b]pyridazin-6-yl)-4,5-dihydropyrrolo[3,4-c]pyrazol-6(1H)-one). RXN SMILES: ClC1C=CC(C2C3C(C)=NN(C4CN(C(OC(C)(C)C)=O)C4)C=3C(=O)N2C2C=C(C)C3N(C(C)=NN=3)C=2)=CC=1.[Cl:40][C:41]1[CH:46]=[CH:45][C:44]([CH:47]2[C:54]3[C:53]([CH3:55])=[N:52][N:51]([CH:56]4[CH2:58][CH2:57]4)[C:50]=3[C:49](=[O:59])[N:48]2[C:60]2[CH:61]=[C:62]([NH:70][CH3:71])[C:63]3[N:64]([C:66]([CH3:69])=[N:67][N:68]=3)[N:65]=2)=[CH:43][CH:42]=1>CCCCCCC.C(Cl)Cl.CCO>[Cl:40][C:41]1[CH:46]=[CH:45][C:44]([C@@H:47]2[C:54]3[C:53]([CH3:55])=[N:52][N:51]([CH:56]4[CH2:57][CH2:58]4)[C:50]=3[C:49](=[O:59])[N:48]2[C:60]2[CH:61]=[C:62]([NH:70][CH3:71])[C:63]3[N:64]([C:66]([CH3:69])=[N:67][N:68]=3)[N:65]=2)=[CH:43][CH:42]=1 |f:2.3.4|. Procedure details: The title compound (38 mg, 34% yield) was obtained enantiomerically pure (>99% ee) after chiral preparative chromatography (system: Gilson PLC 2020; column: Chiralpak ID 5 μm, 20×250 mm; mobile phase: heptane/CH2Cl2/EtOH 70:25:5; flow: 10 mL/min; detection UV: 275 nm) of the racemic mixture of 4-(4-chlorophenyl)-1-cyclopropyl-3-methyl-5-(3-methyl-8-(methylamino)-[1,2,4]triazolo[4,3-b]pyridazin-6-yl)-4,5-dihydropyrrolo[3,4-c]pyrazol-6(1H)-one (Example 113). The reactants are OC(=O)C(F)(F)F.N1CC(C1)NC(CNC1=NOC2=C1C=C(C=C2)C(F)(F)F)=O (N-Azetidin-3-yl-2-(5-trifluoromethyl-benzo[d]isoxazol-3-ylamino)-acetamide TFA salt), C(CC)C1CCC(CC1)=O (4-n-propyl-cyclohexanone). Yields the product C(CC)C1CCC(CC1)N1CC(C1)NC(CNC1=NOC2=C1C=C(C=C2)C(F)(F)F)=O (N-[1-(4-Propyl-cyclohexyl)-azetidin-3-yl]-2-(5-trifluoromethyl-benzo[d]isoxazol-3-ylamino)-acetamide). RXN SMILES: OC(C(F)(F)F)=O.[NH:8]1[CH2:11][CH:10]([NH:12][C:13](=[O:29])[CH2:14][NH:15][C:16]2[C:20]3[CH:21]=[C:22]([C:25]([F:28])([F:27])[F:26])[CH:23]=[CH:24][C:19]=3[O:18][N:17]=2)[CH2:9]1.[CH2:30]([CH:33]1[CH2:38][CH2:37][C:36](=O)[CH2:35][CH2:34]1)[CH2:31][CH3:32]>>[CH2:30]([CH:33]1[CH2:38][CH2:37][CH:36]([N:8]2[CH2:11][CH:10]([NH:12][C:13](=[O:29])[CH2:14][NH:15][C:16]3[C:20]4[CH:21]=[C:22]([C:25]([F:27])([F:26])[F:28])[CH:23]=[CH:24][C:19]=4[O:18][N:17]=3)[CH2:9]2)[CH2:35][CH2:34]1)[CH2:31][CH3:32] |f:0.1|. Reported procedure: The title compound was prepared as a white solid from reaction of (N-Azetidin-3-yl-2-(5-trifluoromethyl-benzo[d]isoxazol-3-ylamino)-acetamide TFA salt (as prepared in Example 1, Step D) and 4-n-propyl-cyclohexanone using the procedure described in Step E of Example 1. Starting materials: C(C)O (ethanol), C([O-])([O-])=O.[K+].[K+] (potassium carbonate), B(OC=1OC2=C(C1)C=CC=C2OCCC)([O-])[O-] (7-propoxy-benzofuran-2-yl borate), BrC=1C=CC2=C(C=C(CCS2(=O)=O)C(=O)NC2=CC=C(C=C2)CN(C2CCOCC2)C)C1 (7-bromo-N-[4-[[N-methyl-N-(tetrahydropyran-4-yl)amino]methyl]phenyl]-1,1-dioxo-2,3-dihydro-1-benzothiepine-4-carboxamide). The reagents and catalysts are C=1C=CC(=CC1)[P](C=2C=CC=CC2)(C=3C=CC=CC3)[Pd]([P](C=4C=CC=CC4)(C=5C=CC=CC5)C=6C=CC=CC6)([P](C=7C=CC=CC7)(C=8C=CC=CC8)C=9C=CC=CC9)[P](C=1C=CC=CC1)(C=1C=CC=CC1)C=1C=CC=CC1 (tetrakistriphenylphosphinepalladium). Solvent: C1(=CC=CC=C1)C (toluene), O (water), O (water). Reaction conditions: time 30 minute. The product is CN(C1CCOCC1)CC1=CC=C(C=C1)NC(=O)C=1CCS(C2=C(C1)C=C(C=C2)C=2OC1=C(C2)C=CC=C1OCCC)(=O)=O (N-[4-[[N-methyl-N-(tetrahydropyran-4-yl)amino]methyl]phenyl]-1,1-dioxo-7-(7-propoxybenzofuran-2-yl)-2,3-dihydro-1-benzothiepine-4-carboxamide). Isolated yield 60.0%. Reaction SMILES: C(O)C.B([O-])([O-])O[C:6]1[O:7][C:8]2[C:14]([O:15][CH2:16][CH2:17][CH3:18])=[CH:13][CH:12]=[CH:11][C:9]=2[CH:10]=1.Br[C:22]1[CH:23]=[CH:24][C:25]2[S:31](=[O:33])(=[O:32])[CH2:30][CH2:29][C:28]([C:34]([NH:36][C:37]3[CH:42]=[CH:41][C:40]([CH2:43][N:44]([CH3:51])[CH:45]4[CH2:50][CH2:49][O:48][CH2:47][CH2:46]4)=[CH:39][CH:38]=3)=[O:35])=[CH:27][C:26]=2[CH:52]=1.C(=O)([O-])[O-].[K+].[K+]>C1(C)C=CC=CC=1.C1C=CC([P]([Pd]([P](C2C=CC=CC=2)(C2C=CC=CC=2)C2C=CC=CC=2)([P](C2C=CC=CC=2)(C2C=CC=CC=2)C2C=CC=CC=2)[P](C2C=CC=CC=2)(C2C=CC=CC=2)C2C=CC=CC=2)(C2C=CC=CC=2)C2C=CC=CC=2)=CC=1.O>[CH3:51][N:44]([CH2:43][C:40]1[CH:41]=[CH:42][C:37]([NH:36][C:34]([C:28]2[CH2:29][CH2:30][S:31](=[O:33])(=[O:32])[C:25]3[CH:24]=[CH:23][C:22]([C:6]4[O:7][C:8]5[C:14]([O:15][CH2:16][CH2:17][CH3:18])=[CH:13][CH:12]=[CH:11][C:9]=5[CH:10]=4)=[CH:52][C:26]=3[CH:27]=2)=[O:35])=[CH:38][CH:39]=1)[CH:45]1[CH2:50][CH2:49][O:48][CH2:47][CH2:46]1 |f:3.4.5,^1:69,71,90,109|. Procedure: In toluene (15 ml), ethanol (1.5 ml) and water (1.5 ml) were suspended 7-propoxy-benzofuran-2-yl borate (165 mg), 7-bromo-N-[4-[[N-methyl-N-(tetrahydropyran-4-yl)amino]methyl]phenyl]-1,1-dioxo-2,3-dihydro-1-benzothiepine-4-carboxamide (300 mg) and potassium carbonate (208 mg), and the suspension was stirred under argon atmosphere for 30 minutes. To the mixture was added tetrakistriphenylphosphinepalladium (47 mg), and the mixture was stirred, under argon atmosphere, at 100° C. for 8 hours and co...